From a dataset of the Open Reaction Database (ORD), a public repository of structured organic reaction records. describe an organic reaction: reactants, conditions, products, and yield The reactants are B(Br)(Br)Br (BBr3), COC1=C(C=CC(=C1)N1N=CC=C1)C1=NN=C(S1)N1CCN(CC1)C(=O)OC(C)(C)C (tert-butyl 4-(5-(2-methoxy-4-(1H-pyrazol-1-yl)phenyl)-1,3,4-thiadiazol-2-yl)piperazine-1-carboxylate), crude material. The solvent is C(Cl)Cl (DCM), CO (MeOH). Reaction conditions: time 16 hour. The product is N1(CCNCC1)C1=NN=C(S1)C1=C(C=C(C=C1)N1N=CC=C1)O (2-(5-(piperazin-1-yl)-1,3,4-thiadiazol-2-yl)-5-(1H-pyrazol-1-yl)phenol). Isolated yield 67.3%. As a reaction SMILES: B(Br)(Br)Br.C[O:6][C:7]1[CH:12]=[C:11]([N:13]2[CH:17]=[CH:16][CH:15]=[N:14]2)[CH:10]=[CH:9][C:8]=1[C:18]1[S:22][C:21]([N:23]2[CH2:28][CH2:27][N:26](C(OC(C)(C)C)=O)[CH2:25][CH2:24]2)=[N:20][N:19]=1>C(Cl)Cl.CO>[N:23]1([C:21]2[S:22][C:18]([C:8]3[CH:9]=[CH:10][C:11]([N:13]4[CH:17]=[CH:16][CH:15]=[N:14]4)=[CH:12][C:7]=3[OH:6])=[N:19][N:20]=2)[CH2:24][CH2:25][NH:26][CH2:27][CH2:28]1. Reported procedure: BBr3 (1M solution in heptane, 1.56 mL, 1.56 mmol) was added to a stirred, nitrogen flushed solution of tert-butyl 4-(5-(2-methoxy-4-(1H-pyrazol-1-yl)phenyl)-1,3,4-thiadiazol-2-yl)piperazine-1-carboxylate (138 mg, 0.312 mmol) in DCM (6 mL) and the resulting bright yellow suspension was stirred at room temperature for 16 hours. The reaction mixture was quenched by addition of MeOH (10 mL) to give a suspension. The solid was collected by vacuum filtration, rinsed with MeOH, and re-dissolved in a mi... Procedure: Handling is carried out in a glove box ([O2]<50 ppm). A solution of TCEP at 300 mmol/L is prepared in 0.2 M phosphate buffer at pH=7.2. 3-Mercaptophenylacetic acid (MPAA) (84 mg, 0.5 mmol) is then added. The pH of the TCEP/MPAA solution obtained is adjusted to pH=6.5. RXN SMILES: O=O.[CH2:3]([C:16]([OH:18])=[O:17])[CH2:4][P:5]([CH2:11][CH2:12][C:13]([OH:15])=[O:14])[CH2:6][CH2:7][C:8]([OH:10])=[O:9].[SH:19][C:20]1[CH:21]=[C:22]([CH2:26][C:27]([OH:29])=[O:28])[CH:23]=[CH:24][CH:25]=1>P([O-])([O-])([O-])=O>[CH2:7]([C:8]([OH:10])=[O:9])[CH2:6][P:5]([CH2:4][CH2:3][C:16]([OH:18])=[O:17])[CH2:11][CH2:12][C:13]([OH:15])=[O:14].[SH:19][C:20]1[CH:21]=[C:22]([CH2:26][C:27]([OH:29])=[O:28])[CH:23]=[CH:24][CH:25]=1 |f:4.5|. The solvent is P(=O)([O-])([O-])[O-] (phosphate). The reactants are O=O (O2), C(CP(CCC(=O)O)CCC(=O)O)C(=O)O (TCEP), SC=1C=C(C=CC1)CC(=O)O (3-Mercaptophenylacetic acid). Product: C(CP(CCC(=O)O)CCC(=O)O)C(=O)O.SC=1C=C(C=CC1)CC(=O)O (TCEP MPAA). The reactants are BrC=1C=C(C=CC1F)CNC(CC(=O)NCC=1C(=C2C(=NC1CC)N(N=C2)CC)NC2CCOCC2)=O (N-[(3-bromo-4-fluorophenyl)methyl]-N′-{[1,6-diethyl-4-(tetrahydro-2H-pyran-4-ylamino)-1H-pyrazolo[3,4-b]pyridin-5-yl]methyl}propanediamide), C(=O)C=1C=C(C=CC1)B(O)O ((3-formylphenyl)boronic acid), C([O-])([O-])=O.[Na+].[Na+] (sodium carbonate). Reagents/catalysts: [Pd].C1(=CC=CC=C1)P(C1=CC=CC=C1)C1=CC=CC=C1.C1(=CC=CC=C1)P(C1=CC=CC=C1)C1=CC=CC=C1.C1(=CC=CC=C1)P(C1=CC=CC=C1)C1=CC=CC=C1.C1(=CC=CC=C1)P(C1=CC=CC=C1)C1=CC=CC=C1 (tetrakis (triphenylphosphine) palladium (0)). The solvent is O1CCOCC1 (1,4-dioxane), O (water), O (water). Product: C(C)N1N=CC=2C1=NC(=C(C2NC2CCOCC2)CNC(CC(=O)NCC=2C=C(C(=CC2)F)C2=CC(=CC=C2)C=O)=O)CC (N-{[1,6-diethyl-4-(tetrahydro-2H-pyran-4-ylamino)-1H-pyrazolo[3,4-b]pyridin-5-yl]methyl}-N′-[(6-fluoro-3′-formyl-3-biphenylyl)methyl]propanediamide). The yield is 66.1%. As a reaction SMILES: Br[C:2]1[CH:3]=[C:4]([CH2:9][NH:10][C:11](=[O:37])[CH2:12][C:13]([NH:15][CH2:16][C:17]2[C:18]([NH:30][CH:31]3[CH2:36][CH2:35][O:34][CH2:33][CH2:32]3)=[C:19]3[CH:27]=[N:26][N:25]([CH2:28][CH3:29])[C:20]3=[N:21][C:22]=2[CH2:23][CH3:24])=[O:14])[CH:5]=[CH:6][C:7]=1[F:8].[CH:38]([C:40]1[CH:41]=[C:42](B(O)O)[CH:43]=[CH:44][CH:45]=1)=[O:39].C(=O)([O-])[O-].[Na+].[Na+]>O1CCOCC1.O.[Pd].C1(P(C2C=CC=CC=2)C2C=CC=CC=2)C=CC=CC=1.C1(P(C2C=CC=CC=2)C2C=CC=CC=2)C=CC=CC=1.C1(P(C2C=CC=CC=2)C2C=CC=CC=2)C=CC=CC=1.C1(P(C2C=CC=CC=2)C2C=CC=CC=2)C=CC=CC=1>[CH2:28]([N:25]1[C:20]2=[N:21][C:22]([CH2:23][CH3:24])=[C:17]([CH2:16][NH:15][C:13](=[O:14])[CH2:12][C:11]([NH:10][CH2:9][C:4]3[CH:3]=[C:2]([C:44]4[CH:43]=[CH:42][CH:41]=[C:40]([CH:38]=[O:39])[CH:45]=4)[C:7]([F:8])=[CH:6][CH:5]=3)=[O:37])[C:18]([NH:30][CH:31]3[CH2:36][CH2:35][O:34][CH2:33][CH2:32]3)=[C:19]2[CH:27]=[N:26]1)[CH3:29] |f:2.3.4,7.8.9.10.11|. Procedure details: A mixture of N-[(3-bromo-4-fluorophenyl)methyl]-N′-{[1,6-diethyl-4-(tetrahydro-2H-pyran-4-ylamino)-1H-pyrazolo[3,4-b]pyridin-5-yl]methyl}propanediamide (0.9429 g, 1.638 mmol), (3-formylphenyl)boronic acid (0.300 g, 2.0 mmol), tetrakis (triphenylphosphine) palladium (0) (0.092 g, 0.08 mmol), sodium carbonate (0.530 g, 5.0 mmol), in 1,4-dioxane (12 mL) and water (4 mL) was microwaved for 30 min at 140° C.; however, the reaction failed and appeared to be incomplete by color. The mixture was again m... Reactants: COc1cc(N2CCC(N3CCN(C(=O)OCc4ccccc4)CC3)CC2)ccc1N, COc1ccccc1-c1ccc2cnc(S(C)=O)nn12, CC(=O)[O-], CN(C)C=O, [K+]. Product: COc1cc(N2CCC(N3CCN(C(=O)OCc4ccccc4)CC3)CC2)ccc1Nc1ncc2ccc(-c3ccccc3OC)n2n1. As a reaction SMILES: [CH2:1]([c:2]1[cH:3][cH:4][cH:5][cH:6][cH:7]1)[O:8][C:9](=[O:10])[N:11]1[CH2:12][CH2:13][N:14]([CH:17]2[CH2:18][CH2:19][N:20]([c:23]3[cH:24][c:25]([O:30][CH3:31])[c:26]([NH2:29])[cH:27][cH:28]3)[CH2:21][CH2:22]2)[CH2:15][CH2:16]1.[CH3:32][S:33](=[O:34])[c:35]1[n:36][n:37]2[c:38]([cH:39][n:40]1)[cH:41][cH:42][c:43]2-[c:44]1[c:45]([O:50][CH3:51])[cH:46][cH:47][cH:48][cH:49]1.[CH3:53][C:54](=[O:55])[O-:56].[CH3:57][N:58]([CH3:59])[CH:60]=[O:61].[K+:52]>>[CH2:1]([c:2]1[cH:3][cH:4][cH:5][cH:6][cH:7]1)[O:8][C:9](=[O:10])[N:11]1[CH2:12][CH2:13][N:14]([CH:17]2[CH2:18][CH2:19][N:20]([c:23]3[cH:24][c:25]([O:30][CH3:31])[c:26]([NH:29][c:35]4[n:36][n:37]5[c:38]([cH:39][n:40]4)[cH:41][cH:42][c:43]5-[c:44]4[c:45]([O:50][CH3:51])[cH:46][cH:47][cH:48][cH:49]4)[cH:27][cH:28]3)[CH2:21][CH2:22]2)[CH2:15][CH2:16]1. Starting materials: BrC=1C=CC(=NC1)C(=O)OC(C)(C)C (tert-butyl 5-bromopicolinate), CC1(OB(OC1(C)C)B1OC(C(O1)(C)C)(C)C)C (4,4,4′,4′,5,5,5′,5′-octamethyl-2,2′-bi(1,3,2-dioxaborolane)), CC(=O)[O-].[K+] (KOAc), C(=O)([O-])[O-].[K+].[K+] (K2CO3), ClC1=NC=CN=C1 (2-chloropyrazine). Reagents/catalysts: C1=CC=C(C=C1)P([C-]2C=CC=C2)C3=CC=CC=C3.C1=CC=C(C=C1)P([C-]2C=CC=C2)C3=CC=CC=C3.Cl[Pd]Cl.[Fe+2].C(Cl)Cl (PdCl2(dppf) CH2Cl2), C1=CC=C(C=C1)P([C-]2C=CC=C2)C3=CC=CC=C3.C1=CC=C(C=C1)P([C-]2C=CC=C2)C3=CC=CC=C3.Cl[Pd]Cl.[Fe+2].C(Cl)Cl (PdCl2(dppf) CH2Cl2). The solvent is C1CCOC1 (THF). Conditions: temperature 80 celsius, time 24 hour. The product is C(C)(C)(C)OC(C1=NC=C(C=C1)C1=NC=CN=C1)=O (tert-Butyl-5-(pyrazin-2-yl)-picolinate). As a reaction SMILES: Br[C:2]1[CH:3]=[CH:4][C:5]([C:8]([O:10][C:11]([CH3:14])([CH3:13])[CH3:12])=[O:9])=[N:6][CH:7]=1.CC1(C)C(C)(C)OB(B2OC(C)(C)C(C)(C)O2)O1.CC([O-])=O.[K+].C([O-])([O-])=O.[K+].[K+].Cl[C:45]1[CH:50]=[N:49][CH:48]=[CH:47][N:46]=1>C1C=CC(P(C2C=CC=CC=2)[C-]2C=CC=C2)=CC=1.C1C=CC(P(C2C=CC=CC=2)[C-]2C=CC=C2)=CC=1.Cl[Pd]Cl.[Fe+2].C(Cl)Cl.C1COCC1>[C:11]([O:10][C:8](=[O:9])[C:5]1[CH:4]=[CH:3][C:2]([C:45]2[CH:50]=[N:49][CH:48]=[CH:47][N:46]=2)=[CH:7][N:6]=1)([CH3:14])([CH3:13])[CH3:12] |f:2.3,4.5.6,8.9.10.11.12|. Procedure details: The 250 mL flask was charged with tert-butyl 5-bromopicolinate 34h-4 (12.9 g, 50 mmol), 4,4,4′,4′,5,5,5′,5′-octamethyl-2,2′-bi(1,3,2-dioxaborolane) (13.9 g, 55 mmol), KOAc (9.8 g, 100 mmol), PdCl2(dppf)-CH2Cl2 adduct (0.408 g, 0.5 mmol) and THF (80 mL). The flask was sealed under nitrogen and the mixture was stirred at 80° C. for 24 hours. After completion of the reaction, it was cooled to room temperature and filtered through Celite. The filtrate was taken in 500 mL 4-necked RB flask and charge... Reactants: COC1=CC=C2C=CC=C(C2=C1)N1CCN(CC1)CCCCN (1-(7-methoxy-1-naphthyl)-4-(4-amino-1-butyl)piperazine), FC1=CC=C(C(=O)Cl)C=C1 (4-fluorobenzoyl chloride). Product: Cl.COC1=CC=C2C=CC=C(C2=C1)N1CCN(CC1)CCCCNC(C1=CC=C(C=C1)F)=O (1-(7-Methoxy-1-naphthyl)-4-[4-(4-fluorobenzoylamino)-1-butyl]piperazine hydrochloride). Isolated yield 60.0%. Reaction SMILES: [CH3:1][O:2][C:3]1[CH:12]=[C:11]2[C:6]([CH:7]=[CH:8][CH:9]=[C:10]2[N:13]2[CH2:18][CH2:17][N:16]([CH2:19][CH2:20][CH2:21][CH2:22][NH2:23])[CH2:15][CH2:14]2)=[CH:5][CH:4]=1.[F:24][C:25]1[CH:33]=[CH:32][C:28]([C:29]([Cl:31])=[O:30])=[CH:27][CH:26]=1>>[ClH:31].[CH3:1][O:2][C:3]1[CH:12]=[C:11]2[C:6]([CH:7]=[CH:8][CH:9]=[C:10]2[N:13]2[CH2:18][CH2:17][N:16]([CH2:19][CH2:20][CH2:21][CH2:22][NH:23][C:29](=[O:30])[C:28]3[CH:32]=[CH:33][C:25]([F:24])=[CH:26][CH:27]=3)[CH2:15][CH2:14]2)=[CH:5][CH:4]=1 |f:2.3|. Procedure details: The expected compound was prepared from 1-(7-methoxy-1-naphthyl)-4-(4-amino-1-butyl)piperazine and 4-fluorobenzoyl chloride.